Dataset: the Open Reaction Database (ORD), a public repository of structured organic reaction records. Task: describe an organic reaction: reactants, conditions, products, and yield The reactants are CC1(C)COc2ccc(Br)cc21, C1CCOC1, [Li]CCCC, CC=O, Cl. Yields the product CC(O)c1ccc2c(c1)C(C)(C)CO2. As a reaction SMILES: [Br:1][c:2]1[cH:3][cH:4][c:5]2[c:6]([cH:12]1)[C:7]([CH3:10])([CH3:11])[CH2:8][O:9]2.[CH2:22]1[O:23][CH2:24][CH2:25][CH2:26]1.[CH3:13][CH2:14][CH2:15][CH2:16][Li:17].[CH:18]([CH3:19])=[O:20].[ClH:21]>>[c:2]1([CH:18]([CH3:19])[OH:20])[cH:3][cH:4][c:5]2[c:6]([cH:12]1)[C:7]([CH3:10])([CH3:11])[CH2:8][O:9]2.